This data is from the Open Reaction Database (ORD), a public repository of structured organic reaction records. The task is: describe an organic reaction: reactants, conditions, products, and yield Reactants: C=CCCN1C(=O)C(C)(C)Oc2cc(C(F)(F)F)c(C(=O)N(C(C)C)C3CCCN(C(=O)OC(C)(C)C)C3)cc21, O=C(OO)c1cccc(Cl)c1, ClCCl, O. Product: CC(C)N(C(=O)c1cc2c(cc1C(F)(F)F)OC(C)(C)C(=O)N2CCC1CO1)C1CCCN(C(=O)OC(C)(C)C)C1. As a reaction SMILES: [CH2:1]([CH2:2][CH:3]=[CH2:4])[N:5]1[C:6](=[O:40])[C:7]([CH3:38])([CH3:39])[O:8][c:9]2[c:10]1[cH:11][c:12]([C:19](=[O:20])[N:21]([CH:22]1[CH2:23][N:24]([C:28](=[O:29])[O:30][C:31]([CH3:32])([CH3:33])[CH3:34])[CH2:25][CH2:26][CH2:27]1)[CH:35]([CH3:36])[CH3:37])[c:13]([C:15]([F:16])([F:17])[F:18])[cH:14]2.[Cl:41][c:42]1[cH:43][cH:44][cH:45][c:46]([C:47]([O:48][OH:50])=[O:49])[cH:51]1.[Cl:53][CH2:54][Cl:55].[OH2:52]>>[CH2:1]([CH2:2][CH:3]1[CH2:4][O:49]1)[N:5]1[C:6](=[O:40])[C:7]([CH3:38])([CH3:39])[O:8][c:9]2[c:10]1[cH:11][c:12]([C:19](=[O:20])[N:21]([CH:22]1[CH2:23][N:24]([C:28](=[O:29])[O:30][C:31]([CH3:32])([CH3:33])[CH3:34])[CH2:25][CH2:26][CH2:27]1)[CH:35]([CH3:36])[CH3:37])[c:13]([C:15]([F:16])([F:17])[F:18])[cH:14]2. Starting materials: ClC1=CC=C(C=C1)C1=CC(=NC(=C1)C)I (4-(4-chloro-phenyl)-2-iodo-6-methyl-pyridine), BrC=1C=C(C=CC1)B(O)O (3-bromo-benzene-boronic acid). Yields the product BrC=1C=C(C=CC1)C1=NC(=CC(=C1)C1=CC=C(C=C1)Cl)C (2-(3-Bromo-phenyl)-4-(4-chloro-phenyl)-6-methyl-pyridine). As a reaction SMILES: [Cl:1][C:2]1[CH:7]=[CH:6][C:5]([C:8]2[CH:13]=[C:12]([CH3:14])[N:11]=[C:10](I)[CH:9]=2)=[CH:4][CH:3]=1.[Br:16][C:17]1[CH:18]=[C:19](B(O)O)[CH:20]=[CH:21][CH:22]=1>>[Br:16][C:17]1[CH:18]=[C:19]([C:10]2[CH:9]=[C:8]([C:5]3[CH:6]=[CH:7][C:2]([Cl:1])=[CH:3][CH:4]=3)[CH:13]=[C:12]([CH3:14])[N:11]=2)[CH:20]=[CH:21][CH:22]=1. Reported procedure: The title compound was prepared from 4-(4-chloro-phenyl)-2-iodo-6-methyl-pyridine (example A.29) (1.5 g, 5 mmol) and commercially available 3-bromo-benzene-boronic acid Reported procedure: Prepared according to the procedure described in Example 8, Step 2, using the following starting materials: 3-bromo-quinoline-2-carbaldehyde and benzylamine As a reaction SMILES: [Br:1][C:2]1[C:3]([CH:12]=O)=[N:4][C:5]2[C:10]([CH:11]=1)=[CH:9][CH:8]=[CH:7][CH:6]=2.[CH2:14]([NH2:21])[C:15]1[CH:20]=[CH:19][CH:18]=[CH:17][CH:16]=1>>[CH2:14]([NH:21][CH2:12][C:3]1[C:2]([Br:1])=[CH:11][C:10]2[C:5](=[CH:6][CH:7]=[CH:8][CH:9]=2)[N:4]=1)[C:15]1[CH:20]=[CH:19][CH:18]=[CH:17][CH:16]=1. The reactants are BrC=1C(=NC2=CC=CC=C2C1)C=O (3-bromo-quinoline-2-carbaldehyde), C(C1=CC=CC=C1)N (benzylamine). Product: C(C1=CC=CC=C1)NCC1=NC2=CC=CC=C2C=C1Br (Benzyl-(3-bromo-quinolin-2-ylmethyl)-amine). Starting materials: CS(=O)(=O)OC1=C(C=NC2=C(N=CC=C12)OC)C(=O)OCC (Ethyl 4-methanesulfonyloxy-8-methoxy-1,7-naphthyridin-3-carboxylate), NC=1C(=CC=CC1)C (o-toluidine). The solvent is C(C)#N (acetonitrile). Conditions: time 30 minute. The product is CC1=C(C=CC=C1)NC1=C(C=NC2=C(N=CC=C12)OC)C(=O)OCC (Ethyl 4-(2-Methylphenylamino)-8-methoxy-1,7-naphthyridin-3-carboxylate). Yield: 67.0%. As a reaction SMILES: CS(O[C:6]1[C:15]2[C:10](=[C:11]([O:16][CH3:17])[N:12]=[CH:13][CH:14]=2)[N:9]=[CH:8][C:7]=1[C:18]([O:20][CH2:21][CH3:22])=[O:19])(=O)=O.[NH2:23][C:24]1[C:25]([CH3:30])=[CH:26][CH:27]=[CH:28][CH:29]=1>C(#N)C>[CH3:30][C:25]1[CH:26]=[CH:27][CH:28]=[CH:29][C:24]=1[NH:23][C:6]1[C:15]2[C:10](=[C:11]([O:16][CH3:17])[N:12]=[CH:13][CH:14]=2)[N:9]=[CH:8][C:7]=1[C:18]([O:20][CH2:21][CH3:22])=[O:19]. Procedure details: Ethyl 4-methanesulfonyloxy-8-methoxy-1,7-naphthyridin-3-carboxylate (261 mg and o-toluidine (0.17 nl) were dissolved into 7 ml of acetonitrile and the solution was heated to reflex for 30 minutes. After cooling the mixture, the solvent was evaporated under reduced pressure and the beside was dissolved into chloroform. The solution was washed with water and then saturated sodium bicarbonate, dried, and concentrate under reduced pressure. The residue was subjected to silica gel column chromatograp... Reactants: O=C([O-])O, O=C1CCC(=O)N1Cc1nc2sc3c(c2c(-c2ccc(OCc4ccccc4)cc2)c1Cl)CCNC3, ClCCl, [Cl-], [Cl-], [Cl-], [Cl-], [Na+], O, [Ti+4]. Product: O=C1CCC(=O)N1Cc1nc2sc3c(c2c(-c2ccc(O)cc2)c1Cl)CCNC3. Reaction SMILES: [C:38](=[O:39])([OH:40])[O-:41].[CH2:1]([c:2]1[cH:3][cH:4][cH:5][cH:6][cH:7]1)[O:8][c:9]1[cH:10][cH:11][c:12](-[c:15]2[c:16]3[c:17]([n:18][c:19]([CH2:22][N:23]4[C:24](=[O:29])[CH2:25][CH2:26][C:27]4=[O:28])[c:20]2[Cl:21])[s:30][c:31]2[c:36]3[CH2:35][CH2:34][NH:33][CH2:32]2)[cH:13][cH:14]1.[CH2:43]([Cl:44])[Cl:45].[Cl-:46].[Cl-:47].[Cl-:48].[Cl-:49].[Na+:42].[OH2:37].[Ti+4:50]>>[OH:8][c:9]1[cH:10][cH:11][c:12](-[c:15]2[c:16]3[c:17]([n:18][c:19]([CH2:22][N:23]4[C:24](=[O:29])[CH2:25][CH2:26][C:27]4=[O:28])[c:20]2[Cl:21])[s:30][c:31]2[c:36]3[CH2:35][CH2:34][NH:33][CH2:32]2)[cH:13][cH:14]1. The reactants are C1(CCCC1)N1C(C(=CC2=C1N=C(N=C2)S(=O)C)COC(C)=O)=O (Acetic acid 8-cyclopentyl-2-methanesulfinyl-7-oxo-7,8-dihydro-pyrido[2,3-d]pyrimidin-6-ylmethyl ester), C(C)(C)(C)OC(=O)N1CCN(CC1)C=1C=NC(=CC1)N (4-(6-Amino-pyridin-3-yl)-piperazine-1-carboxylic acid tert-butyl ester). The solvent is C1(=CC=CC=C1)C (toluene). Conditions: temperature 96 celsius. Product: C(C)(C)(C)OC(=O)N1CCN(CC1)C=1C=NC(=CC1)NC=1N=CC2=C(N1)N(C(C(=C2)COC(C)=O)=O)C2CCCC2 (4-[6-(6-acetoxymethyl-8-cyclopentyl-7-oxo-7,8-dihydro-pyrido[2,3-d]pyrimidin-2-ylamino)-pyridin-3-yl]-piperazine-1-carboxylic acid tert-butyl ester). The yield is 16.5%. As a reaction SMILES: [CH:1]1([N:6]2[C:11]3[N:12]=[C:13](S(C)=O)[N:14]=[CH:15][C:10]=3[CH:9]=[C:8]([CH2:19][O:20][C:21](=[O:23])[CH3:22])[C:7]2=[O:24])[CH2:5][CH2:4][CH2:3][CH2:2]1.[C:25]([O:29][C:30]([N:32]1[CH2:37][CH2:36][N:35]([C:38]2[CH:39]=[N:40][C:41]([NH2:44])=[CH:42][CH:43]=2)[CH2:34][CH2:33]1)=[O:31])([CH3:28])([CH3:27])[CH3:26]>C1(C)C=CC=CC=1>[C:25]([O:29][C:30]([N:32]1[CH2:37][CH2:36][N:35]([C:38]2[CH:39]=[N:40][C:41]([NH:44][C:13]3[N:14]=[CH:15][C:10]4[CH:9]=[C:8]([CH2:19][O:20][C:21](=[O:23])[CH3:22])[C:7](=[O:24])[N:6]([CH:1]5[CH2:5][CH2:4][CH2:3][CH2:2]5)[C:11]=4[N:12]=3)=[CH:42][CH:43]=2)[CH2:34][CH2:33]1)=[O:31])([CH3:28])([CH3:26])[CH3:27]. Procedure: Acetic acid 8-cyclopentyl-2-methanesulfinyl-7-oxo-7,8-dihydro-pyrido[2,3-d]pyrimidin-6-ylmethyl ester (0.80 g, 2.29 mmol), prepared as in Example 27, and 4-(6-Amino-pyridin-3-yl)-piperazine-1-carboxylic acid tert-butyl ester (1.17 g, 4.20 mmol) were added to toluene (8 ml), heated to 96° C. for 6 hours. The reaction mixture was allowed to cool, then filtered and the residue washed with toluene. The resulting solid was dried in vacuo then recrystallized from chloroform/diethyl ether to provide 4-...